This data is from the Open Reaction Database (ORD), a public repository of structured organic reaction records. The task is: describe an organic reaction: reactants, conditions, products, and yield Starting materials: C(C)(=O)C=1C=NC=CC1CC1C(C2=CC=C(C=C2CC1)OC)=O (2-[(3-acetyl-4-pyridyl)methyl]-6-methoxy-tetralin-1-one), CC1=C(CBr)C=CC=C1 (2-methylbenzyl bromide). Yields the product [Br-].C(C)(=O)C=1C=[N+](C=CC1CC1C(C2=CC=C(C=C2CC1)OC)=O)CC1=C(C=CC=C1)C (2-[[3-acetyl-1-(o-tolylmethyl)pyridin-1-ium-4-yl]methyl]-6-methoxy-tetralin-1-one bromide). RXN SMILES: [C:1]([C:4]1[CH:5]=[N:6][CH:7]=[CH:8][C:9]=1[CH2:10][CH:11]1[CH2:20][CH2:19][C:18]2[C:13](=[CH:14][CH:15]=[C:16]([O:21][CH3:22])[CH:17]=2)[C:12]1=[O:23])(=[O:3])[CH3:2].[CH3:24][C:25]1[CH:32]=[CH:31][CH:30]=[CH:29][C:26]=1[CH2:27][Br:28]>>[Br-:28].[C:1]([C:4]1[CH:5]=[N+:6]([CH2:24][C:25]2[CH:32]=[CH:31][CH:30]=[CH:29][C:26]=2[CH3:27])[CH:7]=[CH:8][C:9]=1[CH2:10][CH:11]1[CH2:20][CH2:19][C:18]2[C:13](=[CH:14][CH:15]=[C:16]([O:21][CH3:22])[CH:17]=2)[C:12]1=[O:23])(=[O:3])[CH3:2] |f:2.3|. Reported procedure: The title compound 121 is prepared according to the procedure reported in Example 38.1 with compound 103 (62 mg, 0.2 mmol) and 2-methylbenzyl bromide (45 μL, 0.34 mmol) as reactants. White solid. (Yield 73.9 mg, 75%). Starting materials: C(#N)C1=C(N(C(N([C@@H]1C1=C(C=C(C=C1)C#N)S(=O)(=O)C)C(=O)OC1=CC=C(C=C1)[N+](=O)[O-])=O)C1=CC(=CC=C1)C(F)(F)F)C (4-nitrophenyl (6S)-5-cyano-6-[4-cyano-2-(methylsulfonyl)phenyl]-4-methyl-2-oxo-3-[3-(trifluoromethyl)phenyl]-3,6-dihydropyrimidine-1(2H)-carboxylate), CO[C@H]1CNCCC1 ((3R)-3-methoxypiperidine). Solvent: C(C)#N (acetonitrile). Product: C(#N)C1=CC(=C(C=C1)[C@H]1N(C(N(C(=C1C#N)C)C1=CC(=CC=C1)C(F)(F)F)=O)C(=O)N1C[C@@H](CCC1)OC)S(=O)(=O)C ((4S)-4-[4-Cyano-2-(methylsulfonyl)phenyl]-3-[(3R)-3-methoxypiperidin-1-yl]carbonyl-6-methyl-2-oxo-1-[3-(trifluoromethyl)phenyl]-1,2,3,4-tetrahydropyrimidine-5-carbonitrile). As a reaction SMILES: [C:1]([C:3]1[C@@H:8]([C:9]2[CH:14]=[CH:13][C:12]([C:15]#[N:16])=[CH:11][C:10]=2[S:17]([CH3:20])(=[O:19])=[O:18])[N:7]([C:21](OC2C=CC([N+]([O-])=O)=CC=2)=[O:22])[C:6](=[O:33])[N:5]([C:34]2[CH:39]=[CH:38][CH:37]=[C:36]([C:40]([F:43])([F:42])[F:41])[CH:35]=2)[C:4]=1[CH3:44])#[N:2].[CH3:45][O:46][C@@H:47]1[CH2:52][CH2:51][CH2:50][NH:49][CH2:48]1>C(#N)C>[C:15]([C:12]1[CH:13]=[CH:14][C:9]([C@@H:8]2[C:3]([C:1]#[N:2])=[C:4]([CH3:44])[N:5]([C:34]3[CH:39]=[CH:38][CH:37]=[C:36]([C:40]([F:42])([F:41])[F:43])[CH:35]=3)[C:6](=[O:33])[N:7]2[C:21]([N:49]2[CH2:50][CH2:51][CH2:52][C@@H:47]([O:46][CH3:45])[CH2:48]2)=[O:22])=[C:10]([S:17]([CH3:20])(=[O:18])=[O:19])[CH:11]=1)#[N:16]. Reported procedure: According to the General Procedure 1, 4-nitrophenyl (6S)-5-cyano-6-[4-cyano-2-(methylsulfonyl)phenyl]-4-methyl-2-oxo-3-[3-(trifluoromethyl)phenyl]-3,6-dihydropyrimidine-1(2H)-carboxylate (80.0 mg, 0.128 mmol; Example 6A) was reacted with (3R)-3-methoxypiperidine (44.2 mg, 0.384 mmol) in acetonitrile (1 ml) to give the target compound (45 mg, 57% of theory). Reactants: Fc1ccc(-c2ccc(Br)cc2)cc1, CC1CNCCN1, CC(C)(C)[O-], Cc1ccccc1, [Na+]. Yields the product CC1CN(c2ccc(-c3ccc(F)cc3)cc2)CCN1. As a reaction SMILES: [Br:8][c:9]1[cH:10][cH:11][c:12](-[c:15]2[cH:16][cH:17][c:18]([F:21])[cH:19][cH:20]2)[cH:13][cH:14]1.[CH3:1][CH:2]1[NH:3][CH2:4][CH2:5][NH:6][CH2:7]1.[CH3:22][C:23]([CH3:24])([O-:25])[CH3:26].[CH3:28][c:29]1[cH:30][cH:31][cH:32][cH:33][cH:34]1.[Na+:27]>>[CH3:1][CH:2]1[NH:3][CH2:4][CH2:5][N:6]([c:9]2[cH:10][cH:11][c:12](-[c:15]3[cH:16][cH:17][c:18]([F:21])[cH:19][cH:20]3)[cH:13][cH:14]2)[CH2:7]1.